This data is from the Open Reaction Database (ORD), a public repository of structured organic reaction records. The task is: describe an organic reaction: reactants, conditions, products, and yield Yields the product O=C(Nc1ccccc1)Nc1ccnc(Cl)c1. RXN SMILES: [CH3:18][C:19](=[O:20])[CH3:21].[Cl:1][c:2]1[n:3][cH:4][cH:5][c:6]([NH2:8])[cH:7]1.[O:9]=[C:10]=[N:11][c:12]1[cH:13][cH:14][cH:15][cH:16][cH:17]1>>[Cl:1][c:2]1[n:3][cH:4][cH:5][c:6]([NH:8][C:10](=[O:9])[NH:11][c:12]2[cH:13][cH:14][cH:15][cH:16][cH:17]2)[cH:7]1. Starting materials: CC(C)=O, Nc1ccnc(Cl)c1, O=C=Nc1ccccc1.